The task is: describe an organic reaction: reactants, conditions, products, and yield. This data is from the Open Reaction Database (ORD), a public repository of structured organic reaction records. The reactants are CCC(=O)N(C)C1CCN(Cc2ccccc2)CC1, CCO, [OH-], [OH-], [Pd+2]. Product: CCC(=O)N(C)C1CCNCC1. As a reaction SMILES: [CH2:1]([c:2]1[cH:3][cH:4][cH:5][cH:6][cH:7]1)[N:8]1[CH2:9][CH2:10][CH:11]([N:14]([C:15]([CH2:16][CH3:17])=[O:18])[CH3:19])[CH2:12][CH2:13]1.[CH3:20][CH2:21][OH:22].[OH-:23].[OH-:25].[Pd+2:24]>>[NH:8]1[CH2:9][CH2:10][CH:11]([N:14]([C:15]([CH2:16][CH3:17])=[O:18])[CH3:19])[CH2:12][CH2:13]1.